Dataset: the Open Reaction Database (ORD), a public repository of structured organic reaction records. Task: describe an organic reaction: reactants, conditions, products, and yield The reactants are Cl (HCl), C(=O)(O)[O-].[Na+] (NaHCO3), [Si](C)(C)(C(C)(C)C)OCC=1C=C2CCCN(C2=NC1C(OC)OC)C(=O)NC1=NC=C(C(=C1)N1CCC2(CCN(C2)C(=O)OC(C)(C)C)CC1)C#N (tert-butyl 8-(2-(6-(((tert-butyldimethylsilyl)oxy)methyl)-7-(dimethoxymethyl)-1,2,3,4-tetrahydro-1,8-naphthyridine-1-carboxamido)-5-cyanopyridin-4-yl)-2,8-diazaspiro[4.5]decane-2-carboxylate), [Si](C)(C)(C(C)(C)C)OCC=1C=C2CCCN(C2=NC1C(OC)OC)C(=O)NC1=NC=C(C(=C1)N1CCC2(CCN(C2)C(=O)OC(C)(C)C)CC1)C#N (tert-butyl 8-(2-(6-(((tert-butyldimethylsilyl)oxy)methyl)-7-(dimethoxymethyl)-1,2,3,4-tetrahydro-1,8-naphthyridine-1-carboxamido)-5-cyanopyridin-4-yl)-2,8-diazaspiro[4.5]decane-2-carboxylate), Cl (HCl). The solvent is C1CCOC1 (THF), O (H2O). Run at time 4 hour. Yields the product C(#N)C=1C(=CC(=NC1)NC(=O)N1CCCC2=CC(=C(N=C12)C=O)CO)N1CCC2(CCNC2)CC1 (N-(5-cyano-4-(2,8-diazaspiro[4.5]decan-8-yl)pyridin-2-yl)-7-formyl-6-(hydroxymethyl)-3,4-dihydro-1,8-naphthyridine-1(2H)-carboxamide). Reaction SMILES: [Si]([O:8][CH2:9][C:10]1[CH:11]=[C:12]2[C:17](=[N:18][C:19]=1[CH:20](OC)[O:21]C)[N:16]([C:25]([NH:27][C:28]1[CH:33]=[C:32]([N:34]3[CH2:50][CH2:49][C:37]4([CH2:41][N:40](C(OC(C)(C)C)=O)[CH2:39][CH2:38]4)[CH2:36][CH2:35]3)[C:31]([C:51]#[N:52])=[CH:30][N:29]=1)=[O:26])[CH2:15][CH2:14][CH2:13]2)(C(C)(C)C)(C)C.Cl.C([O-])(O)=O.[Na+]>C1COCC1.O>[C:51]([C:31]1[C:32]([N:34]2[CH2:35][CH2:36][C:37]3([CH2:41][NH:40][CH2:39][CH2:38]3)[CH2:49][CH2:50]2)=[CH:33][C:28]([NH:27][C:25]([N:16]2[C:17]3[C:12](=[CH:11][C:10]([CH2:9][OH:8])=[C:19]([CH:20]=[O:21])[N:18]=3)[CH2:13][CH2:14][CH2:15]2)=[O:26])=[N:29][CH:30]=1)#[N:52] |f:2.3|. Procedure details: To a solution of tert-butyl 8-(2-(6-(((tert-butyldimethylsilyl)oxy)methyl)-7-(dimethoxymethyl)-1,2,3,4-tetrahydro-1,8-naphthyridine-1-carboxamido)-5-cyanopyridin-4-yl)-2,8-diazaspiro[4.5]decane-2-carboxylate (intermediate 37D, 70 mg, 0.095 mmol) in THF (0.5 ml) and H2O (0.5 ml) was added conc. HCl (0.1 ml, 1.2 mmol). The reaction mixture was stirred at room temperature for 4 h, then conc. HCl (0.1 ml, 1.2 mmol) was added and the reaction mixture was stirred at room temperature overnight. The rea...